The task is: describe an organic reaction: reactants, conditions, products, and yield. This data is from the Open Reaction Database (ORD), a public repository of structured organic reaction records. The reactants are C1CCOC1, CCCC[N+](CCCC)(CCCC)CCCC, CCOCC, [F-], CC(C)(C)[Si](C)(C)OC1CCC(Oc2ccc(-c3ccccc3)cc2)C1. Product: OC1CCC(Oc2ccc(-c3ccccc3)cc2)C1. As a reaction SMILES: [CH2:45]1[O:46][CH2:47][CH2:48][CH2:49]1.[CH3:28][CH2:29][CH2:30][CH2:31][N+:32]([CH2:33][CH2:34][CH2:35][CH3:36])([CH2:37][CH2:38][CH2:39][CH3:40])[CH2:41][CH2:42][CH2:43][CH3:44].[CH3:50][CH2:51][O:52][CH2:53][CH3:54].[F-:27].[c:1]1(-[c:21]2[cH:22][cH:23][cH:24][cH:25][cH:26]2)[cH:2][cH:3][c:4]([O:7][CH:8]2[CH2:9][CH:10]([O:13][Si:14]([C:15]([CH3:16])([CH3:17])[CH3:18])([CH3:19])[CH3:20])[CH2:11][CH2:12]2)[cH:5][cH:6]1>>[c:1]1(-[c:21]2[cH:22][cH:23][cH:24][cH:25][cH:26]2)[cH:2][cH:3][c:4]([O:7][CH:8]2[CH2:9][CH:10]([OH:13])[CH2:11][CH2:12]2)[cH:5][cH:6]1. Reactants: C(#N)C1(CC1)C=1C=C(C(=O)O)C=CC1 (3-(1-cyanocyclopropyl)benzoic acid), C(C(=O)Cl)(=O)Cl (oxalyl chloride), CN(C=O)C (N,N-dimethylformamide). The solvent is O1CCCC1 (tetrahydrofuran). Conditions: time 1 hour. Yields the product C(#N)C1(CC1)C=1C=C(C(=O)Cl)C=CC1 (3-(1-cyanocyclopropyl)benzoyl chloride). RXN SMILES: [C:1]([C:3]1([C:6]2[CH:7]=[C:8]([CH:12]=[CH:13][CH:14]=2)[C:9](O)=[O:10])[CH2:5][CH2:4]1)#[N:2].C(Cl)(=O)C([Cl:18])=O.CN(C)C=O>O1CCCC1>[C:1]([C:3]1([C:6]2[CH:7]=[C:8]([CH:12]=[CH:13][CH:14]=2)[C:9]([Cl:18])=[O:10])[CH2:5][CH2:4]1)#[N:2]. Procedure: To a solution of 3-(1-cyanocyclopropyl)benzoic acid (2.6 g, 13.9 mmol) in tetrahydrofuran (60 mL) were added oxalyl chloride (1.63 mL, 19.1 mmol) and N,N-dimethylformamide (about 20 μL), and the mixture was stirred at room temperature for 1 hr. The reaction mixture was concentrated under reduced pressure to give 3-(1-cyanocyclopropyl)benzoyl chloride as a colorless oil.